Dataset: the Open Reaction Database (ORD), a public repository of structured organic reaction records. Task: describe an organic reaction: reactants, conditions, products, and yield Reactants: C(C)N1C=C(C(C2=CC(=C(C(=C12)F)F)F)=O)C(=O)O (1-ethyl-6,7,8-trifluoro-4-oxo-1,4-dihydro-3-quinolinecarboxylic acid), N12CCCCCC2=NCCC1 (1,8-diazabicyclo[5.4.0]undec-7-ene), N12CCNC(CC1)C2 (1,4-diazabicyclo[3.2.1]octane). Solvent: C(C)#N (acetonitrile). Run at time 8 hour. The product is N12CCN(C(CC1)C2)C2=C(C=C1C(C(=CN(C1=C2F)CC)C(=O)O)=O)F (7-(1,4-Diazabicyclo[3.2.1]oct-4-yl)-1-ethyl-6,8-difluoro-1,4-dihydro-4-oxo-3-quinolinecarboxylic acid). Isolated yield 20.2%. As a reaction SMILES: [CH2:1]([N:3]1[C:12]2[C:7](=[CH:8][C:9]([F:15])=[C:10](F)[C:11]=2[F:13])[C:6](=[O:16])[C:5]([C:17]([OH:19])=[O:18])=[CH:4]1)[CH3:2].[N:20]12[CH2:30][CH2:29][CH2:28][N:27]=[C:26]1[CH2:25]CCC[CH2:21]2.N12CC(CC1)NCC2>C(#N)C>[N:20]12[CH2:21][CH:28]([CH2:29][CH2:30]1)[N:27]([C:10]1[C:11]([F:13])=[C:12]3[C:7]([C:6](=[O:16])[C:5]([C:17]([OH:19])=[O:18])=[CH:4][N:3]3[CH2:1][CH3:2])=[CH:8][C:9]=1[F:15])[CH2:26][CH2:25]2. Procedure details: To a solution of 0.81 g (3 mmole) 1-ethyl-6,7,8-trifluoro-4-oxo-1,4-dihydro-3-quinolinecarboxylic acid and 0.46 g (3 mmole) 1,8-diazabicyclo[5.4.0]undec-7-ene in 10 ml acetonitrile was added 0.37 g (3.3 mmole) 1,4-diazabicyclo[3.2.1]octane and the mixture stirred at reflux 51/2 hours. After standing overnight at room temperature a yellowish solid was filtered, washed with acetonitrile and ether and dried in vacuo to afford 0.22 g product, mp decomposed above 233° C. The reactants are [Mn](=O)(=O)(=O)[O-].[K+] (potassium permanganate), FC1=CC=C(C=C1)C=1C(=C(C=C2C=CC3=C(OCO3)C12)CO)CC#N (9-(4-fluorophenyl)-7-hydroxymethylnaphtho[1,2-d]-1,3-dioxole-8-acetonitrile), [Mn](=O)(=O)(=O)[O-].[K+] (potassium permanganate), CC(=O)C (acetone). The solvent is O (water). Conditions: time 1 hour. Product: C(#N)CC1=C(C=C2C=CC3=C(OCO3)C2=C1C1=CC=C(C=C1)F)C(=O)O (8-Cyanomethyl-9-(4-fluorophenyl)-naphtho[1,2-d]-1,3-dioxole-7-carboxylic acid). RXN SMILES: CC(C)=[O:3].[F:5][C:6]1[CH:11]=[CH:10][C:9]([C:12]2[C:13]([CH2:27][C:28]#[N:29])=[C:14]([CH2:25][OH:26])[CH:15]=[C:16]3[C:24]=2[C:20]2[O:21][CH2:22][O:23][C:19]=2[CH:18]=[CH:17]3)=[CH:8][CH:7]=1.[Mn]([O-])(=O)(=O)=O.[K+]>O>[C:28]([CH2:27][C:13]1[C:12]([C:9]2[CH:8]=[CH:7][C:6]([F:5])=[CH:11][CH:10]=2)=[C:24]2[C:16]([CH:17]=[CH:18][C:19]3[O:23][CH2:22][O:21][C:20]=32)=[CH:15][C:14]=1[C:25]([OH:3])=[O:26])#[N:29] |f:2.3|. Procedure details: To a mixture of acetone (5 ml) and water (2 ml) was dissolved 9-(4-fluorophenyl)-7-hydroxymethylnaphtho[1,2-d]-1,3-dioxole-8-acetonitrile (200 mg), and potassium permanganate (400 mg) was gradually added thereto. The mixture was stirred for 1 hour at room temperature and potassium permanganate (200 mg) was gradually added thereto. The insoluble substances were filtered off and 1N hydrochloric acid was added to the filtrate. The resultant precipitates were collected by suction and recrystallized ... Starting materials: Cl.BrC=1C=CC2=C(C(C3(CCCCCC3)O2)CCCN(C)C)C1 (5-bromo-3-(3-dimethylaminopropyl)-spiro[benzofuran-2(3H),1'-cycloheptane] hydrochloride), BrN1C(CCC1=O)=O (N-bromosuccinimide), [OH-].[Na+] (sodium hydroxide), O (water). The solvent is CO (methanol), C(C)(=O)OCC (ethyl acetate). Run at time 8 hour. The product is O.Cl.BrC=1C=C(C2=C(C(C3(CCCCCC3)O2)CCCN(C)C)C1)Br (5,7-Dibromo-3-(3-dimethylaminopropyl)-spiro[benzofuran-2(3H),1'-cycloheptane] hydrochloride hydrate). Isolated yield 54.7%. Reaction SMILES: [ClH:1].[Br:2][C:3]1[CH:4]=[CH:5][C:6]2[O:16][C:9]3([CH2:15][CH2:14][CH2:13][CH2:12][CH2:11][CH2:10]3)[CH:8]([CH2:17][CH2:18][CH2:19][N:20]([CH3:22])[CH3:21])[C:7]=2[CH:23]=1.[Br:24]N1C(=O)CCC1=O.O.[OH-].[Na+]>CO.C(OCC)(=O)C>[OH2:16].[ClH:1].[Br:2][C:3]1[CH:4]=[C:5]([Br:24])[C:6]2[O:16][C:9]3([CH2:15][CH2:14][CH2:13][CH2:12][CH2:11][CH2:10]3)[CH:8]([CH2:17][CH2:18][CH2:19][N:20]([CH3:21])[CH3:22])[C:7]=2[CH:23]=1 |f:0.1,4.5,8.9.10|. Reported procedure: To a stirred solution of 8.4 g of 5-bromo-3-(3-dimethylaminopropyl)-spiro[benzofuran-2(3H),1'-cycloheptane] hydrochloride in 57 ml of methanol, at room temperature under nitrogen, was added 7.44 g of N-bromosuccinimide. All solid dissolved as the pot temperature rose to 37° C. After stirring overnight at room temperature under nitrogen, the mixture was poured into 250 ml of water, made basic by addition of 100 ml of 10% aqueous sodium hydroxide solution, and extracted with ethyl acetate (2×250 m... The reactants are CCOC(=O)N=NC(=O)OCC, O=C1NC(=O)c2ccccc21, C1CCOC1, OCCCSc1ccccc1, c1ccc(P(c2ccccc2)c2ccccc2)cc1. Yields the product O=C1c2ccccc2C(=O)N1CCCSc1ccccc1. As a reaction SMILES: [O:1]=[C:2]([O:3][CH2:4][CH3:5])[N:6]=[N:7][C:8]([O:9][CH2:10][CH3:11])=[O:12].[O:43]=[C:44]1[NH:45][C:46](=[O:47])[c:48]2[cH:49][cH:50][cH:51][cH:52][c:53]21.[O:54]1[CH2:55][CH2:56][CH2:57][CH2:58]1.[c:13]1([S:19][CH2:20][CH2:21][CH2:22][OH:23])[cH:14][cH:15][cH:16][cH:17][cH:18]1.[c:24]1([P:25]([c:26]2[cH:27][cH:28][cH:29][cH:30][cH:31]2)[c:32]2[cH:33][cH:34][cH:35][cH:36][cH:37]2)[cH:38][cH:39][cH:40][cH:41][cH:42]1>>[c:13]1([S:19][CH2:20][CH2:21][CH2:22][N:45]2[C:44](=[O:43])[c:53]3[c:48]([cH:49][cH:50][cH:51][cH:52]3)[C:46]2=[O:47])[cH:14][cH:15][cH:16][cH:17][cH:18]1.